This data is from the Open Reaction Database (ORD), a public repository of structured organic reaction records. The task is: describe an organic reaction: reactants, conditions, products, and yield Starting materials: CO.C[O-].[Na+] (sodium methoxide methanol), C(C1=CC=CC=C1)N1N=C(C=2C(=NC=CC21)Cl)I (1-benzyl-4-chloro-3-iodo-1H-pyrazolo[4,3-c]pyridine), O (water). The solvent is CO (methanol). Product: C(C1=CC=CC=C1)N1N=C(C=2C(=NC=CC21)OC)I (1-benzyl-3-iodo-4-methoxy-1H-pyrazolo[4,3-c]pyridine). As a reaction SMILES: [CH2:1]([N:8]1[C:16]2[CH:15]=[CH:14][N:13]=[C:12](Cl)[C:11]=2[C:10]([I:18])=[N:9]1)[C:2]1[CH:7]=[CH:6][CH:5]=[CH:4][CH:3]=1.[CH3:19][OH:20].C[O-].[Na+].O>CO>[CH2:1]([N:8]1[C:16]2[CH:15]=[CH:14][N:13]=[C:12]([O:20][CH3:19])[C:11]=2[C:10]([I:18])=[N:9]1)[C:2]1[CH:7]=[CH:6][CH:5]=[CH:4][CH:3]=1 |f:1.2.3|. Procedure details: To a mixture of 1-benzyl-4-chloro-3-iodo-1H-pyrazolo[4,3-c]pyridine (3.7 g) in methanol (40 mL) was added sodium methoxide methanol solution (1.5 M, 27 mL) at room temperature, and the reaction mixture was refluxed overnight. The reaction mixture was added to water at room temperature, and the mixture was extracted with ethyl acetate. The organic layer was washed with water and saturated brine, dried over anhydrous sodium sulfate, and concentrated under reduced pressure. The obtained residue was... Reactants: BrCC1=CC=C(CC2=CC3=C(N=C(N=C3)C#N)N2CC(C)(C)C)C=C1 (6-(4-bromomethyl-benzyl)-7-(2,2-dimethyl-propyl)-7H-pyrrolo[2,3-d]pyrimidine-2-carbonitrile), N1N=CN=C1 (1,2,4-Triazole), [H-].[Na+] (sodium hydride), C(Cl)Cl (CH2Cl2). The solvent is CN(C)C=O (DMF), CO (MeOH), CN(C)C=O (DMF). The product is CC(CN1C(=CC2=C1N=C(N=C2)C#N)CC2=CC=C(C=C2)CN2N=CN=C2)(C)C (7-(2,2-Dimethyl-propyl)-6-(4-[1,2,4]triazol-1-ylmethyl-benzyl)-7H-pyrrolo[2,3-d]pyrimidine-2-carbonitrile). Yield: 57.0%. Reaction SMILES: [NH:1]1[CH:5]=[N:4][CH:3]=[N:2]1.[H-].[Na+].Br[CH2:9][C:10]1[CH:32]=[CH:31][C:13]([CH2:14][C:15]2[N:25]([CH2:26][C:27]([CH3:30])([CH3:29])[CH3:28])[C:18]3[N:19]=[C:20]([C:23]#[N:24])[N:21]=[CH:22][C:17]=3[CH:16]=2)=[CH:12][CH:11]=1.C(Cl)Cl>CN(C=O)C.CO>[CH3:28][C:27]([CH3:30])([CH3:29])[CH2:26][N:25]1[C:18]2[N:19]=[C:20]([C:23]#[N:24])[N:21]=[CH:22][C:17]=2[CH:16]=[C:15]1[CH2:14][C:13]1[CH:12]=[CH:11][C:10]([CH2:9][N:1]2[CH:5]=[N:4][CH:3]=[N:2]2)=[CH:32][CH:31]=1 |f:1.2|. Reported procedure: 1,2,4-Triazole (0.6 mmol) is dissolved in DMF (1 ml) and sodium hydride (0.6 mmol) is added. The mixture is stirred and 6-(4-bromomethyl-benzyl)-7-(2,2-dimethyl-propyl)-7H-pyrrolo[2,3-d]pyrimidine-2-carbonitrile (0.5 mmol) in DMF (1 ml) is added at 0° C. The mixture is stirred at room temperature for 0.5 h, and quenched with H2O. The mixture is extracted with AcOEt. The organic layer is washed with water and brine, dried over magnesium sulfate and concentrated. The crude product is purified by s... The reactants are CC=1SC(=C(N1)C)C=1C(NC(NC1)=O)=O (5-(2,4-dimethyl-1,3-thiazol-5-yl)-2,4(1H,3H)-pyrimidinedione), C([O-])([O-])=O.[K+].[K+] (Potassium carbonate), BrCCC(OC)OC (3-bromo-1,1-bis(methyloxy)propane). Solvent: CN(C=O)C (N,N-Dimethylformamide). Reaction conditions: time 1 hour. The product is COC(CCN1C(NC(C(=C1)C1=C(N=C(S1)C)C)=O)=O)OC (1-[3,3-bis(methyloxy)propyl]-5-(2,4-dimethyl-1,3-thiazol-5-yl)-2,4(1H,3H)-pyrimidinedione). Yield: 38.3%. As a reaction SMILES: [CH3:1][C:2]1[S:3][C:4]([C:8]2[C:9](=[O:15])[NH:10][C:11](=[O:14])[NH:12][CH:13]=2)=[C:5]([CH3:7])[N:6]=1.C(=O)([O-])[O-].[K+].[K+].Br[CH2:23][CH2:24][CH:25]([O:28][CH3:29])[O:26][CH3:27]>CN(C)C=O>[CH3:27][O:26][CH:25]([O:28][CH3:29])[CH2:24][CH2:23][N:12]1[CH:13]=[C:8]([C:4]2[S:3][C:2]([CH3:1])=[N:6][C:5]=2[CH3:7])[C:9](=[O:15])[NH:10][C:11]1=[O:14] |f:1.2.3|. Procedure: To a suspension of 5-(2,4-dimethyl-1,3-thiazol-5-yl)-2,4(1H,3H)-pyrimidinedione (Prep34, 250 mg, 1.120 mmol) in N,N-Dimethylformamide (DMF) (4 mL), Potassium carbonate (124 mg, 0.896 mmol) was added and the mixture was stirred at rt for 1 hour. Afterwards 3-bromo-1,1-bis(methyloxy)propane (0.170 mL, 1.120 mmol) was added dropwise and the reaction mixture was stirred at rt overnight. The day after the reaction was quenched with water and extracted with AcOEt. Organic phase was dried over Na2SO4 a... Starting materials: O=C([O-])[O-], CCOC(Cc1ccc(O)cc1CC)C(=O)OC, Cc1ccccc1-c1nc(CCl)c(C)o1, [Cs+], [Cs+], [I-], [K+]. Product: CCOC(Cc1ccc(OCc2nc(-c3ccccc3C)oc2C)cc1CC)C(=O)OC. As a reaction SMILES: [C:34](=[O:35])([O-:36])[O-:37].[CH3:1][O:2][C:3]([CH:4]([CH2:5][c:6]1[c:7]([CH2:13][CH3:14])[cH:8][c:9]([OH:12])[cH:10][cH:11]1)[O:15][CH2:16][CH3:17])=[O:18].[Cl:19][CH2:20][c:21]1[n:22][c:23](-[c:27]2[c:28]([CH3:33])[cH:29][cH:30][cH:31][cH:32]2)[o:24][c:25]1[CH3:26].[Cs+:38].[Cs+:39].[I-:41].[K+:40]>>[CH3:1][O:2][C:3]([CH:4]([CH2:5][c:6]1[c:7]([CH2:13][CH3:14])[cH:8][c:9]([O:12][CH2:20][c:21]2[n:22][c:23](-[c:27]3[c:28]([CH3:33])[cH:29][cH:30][cH:31][cH:32]3)[o:24][c:25]2[CH3:26])[cH:10][cH:11]1)[O:15][CH2:16][CH3:17])=[O:18].